Dataset: the Open Reaction Database (ORD), a public repository of structured organic reaction records. Task: describe an organic reaction: reactants, conditions, products, and yield Starting materials: BrC[C@@H]1CC[C@H](CC1)C1=CC=C(C=C1)C1=CC=C(C=C1)OC(F)(F)F (4-(trans-4-bromomethylcyclohexyl)-4'-trifluoromethoxybiphenyl), [Mg] (magnesium), BrC[C@@H]1CC[Si@H](CC1)CCC (trans-1-bromomethyl-4-n-propyl-4-silacyclohexane). The reagents and catalysts are [Cu]I (copper (I) iodide), P(=O)(OCC)(OCC)OCC (triethyl phosphate). The solvent is C1CCOC1 (THF), C1CCOC1 (THF). The product is C(CC)[Si@@H]1CC[C@H](CC1)CC[C@@H]1CC[C@H](CC1)C1=CC=C(C=C1)C1=CC=C(C=C1)OC(F)(F)F (4-(trans-4-(2-(trans-4-n-propyl-4-silacyclohexyl)ethyl)cyclohexyl)-4'-trifluoromethoxybiphenyl). Isolated yield 88.0%. As a reaction SMILES: Br[CH2:2][C@H:3]1[CH2:8][CH2:7][C@H:6]([C:9]2[CH:14]=[CH:13][C:12]([C:15]3[CH:20]=[CH:19][C:18]([O:21][C:22]([F:25])([F:24])[F:23])=[CH:17][CH:16]=3)=[CH:11][CH:10]=2)[CH2:5][CH2:4]1.[Mg].Br[CH2:28][C@H:29]1[CH2:34][CH2:33][Si@H:32]([CH2:35][CH2:36][CH3:37])[CH2:31][CH2:30]1>[Cu]I.P(OCC)(OCC)(OCC)=O.C1COCC1>[CH2:35]([Si@H:32]1[CH2:33][CH2:34][C@H:29]([CH2:28][CH2:2][C@H:3]2[CH2:8][CH2:7][C@H:6]([C:9]3[CH:14]=[CH:13][C:12]([C:15]4[CH:20]=[CH:19][C:18]([O:21][C:22]([F:25])([F:24])[F:23])=[CH:17][CH:16]=4)=[CH:11][CH:10]=3)[CH2:5][CH2:4]2)[CH2:30][CH2:31]1)[CH2:36][CH3:37]. Procedure details: 39.7 g (0.1 mol) of 4-(trans-4-bromomethylcyclohexyl)-4'-trifluoromethoxybiphenyl was dripped into a mixture of 2.5 g (0.11 mol) of magnesium and 300 ml of THF to obtain a Grignard's reagent. This solution was then dripped into a 500 ml THF solution of 0.5 g of triethyl phosphate, 0.1 g of copper (I) iodide and 23.5 g (0.1 mol) of trans-1-bromomethyl-4-n-propyl-4-silacyclohexane. After a conventional after treatment, purification was conducted by means of chromatography to obtain 43.0 g (yield 8... The reactants are Cl.NC[C@@H]1CC[C@H](CC1)NC(OC(C)(C)C)=O (tert-butyl trans-4-(aminomethyl)cyclohexylcarbamate HCl), FC1=C(C=C(C=C1)S(=O)(=O)N)[N+](=O)[O-] (4-fluoro-3-nitrobenzenesulfonamide), C(C)(C)N(CC)C(C)C (diisopropylethylamine). The solvent is C(C)(=O)OCC (ethyl acetate), O1CCCC1 (tetrahydrofuran). Run at time 1 hour. The product is [N+](=O)([O-])C1=C(C=CC(=C1)S(N)(=O)=O)NC[C@@H]1CC[C@H](CC1)NC(OC(C)(C)C)=O (tert-butyl trans-4-((2-nitro-4-sulfamoylphenylamino)methyl)cyclohexylcarbamate). As a reaction SMILES: Cl.[NH2:2][CH2:3][C@H:4]1[CH2:9][CH2:8][C@H:7]([NH:10][C:11](=[O:17])[O:12][C:13]([CH3:16])([CH3:15])[CH3:14])[CH2:6][CH2:5]1.F[C:19]1[CH:24]=[CH:23][C:22]([S:25]([NH2:28])(=[O:27])=[O:26])=[CH:21][C:20]=1[N+:29]([O-:31])=[O:30].C(N(C(C)C)CC)(C)C>O1CCCC1.C(OCC)(=O)C>[N+:29]([C:20]1[CH:21]=[C:22]([S:25](=[O:27])(=[O:26])[NH2:28])[CH:23]=[CH:24][C:19]=1[NH:2][CH2:3][C@H:4]1[CH2:5][CH2:6][C@H:7]([NH:10][C:11](=[O:17])[O:12][C:13]([CH3:14])([CH3:16])[CH3:15])[CH2:8][CH2:9]1)([O-:31])=[O:30] |f:0.1|. Procedure details: To a suspension of tert-butyl trans-4-(aminomethyl)cyclohexylcarbamate HCl (1.0 g) and 4-fluoro-3-nitrobenzenesulfonamide (0.83 g) in tetrahydrofuran (5 mL) was added diisopropylethylamine (1.98 mL) and the reaction stirred at room temperature for 1 hour. The reaction was diluted with ethyl acetate (75 mL) and washed with saturated ammonium chloride (50 mL), brine (50 mL), dried over magnesium sulfate, filtered, and concentrated. The resulting solid was triturated with dichloromethane (50 mL), f... Reactants: CC(=O)OC(C)=O, CC1(C)C=CC=CC1CCO, c1ccncc1. The product is CC(=O)OCCC1C=CC=CC1(C)C. Reaction SMILES: [CH3:12][C:13](=[O:14])[O:15][C:16](=[O:17])[CH3:18].[CH3:1][C:2]1([CH3:11])[CH:3]([CH2:4][CH2:5][OH:6])[CH:7]=[CH:8][CH:9]=[CH:10]1.[cH:19]1[cH:20][cH:21][n:22][cH:23][cH:24]1>>[CH3:1][C:2]1([CH3:11])[CH:3]([CH2:4][CH2:5][O:6][C:13]([CH3:12])=[O:14])[CH:7]=[CH:8][CH:9]=[CH:10]1. The reactants are ClC=1C=C(C=CC1F)NC(=NO)C=1N=NSC1CO[Si](C(C)C)(C(C)C)C(C)C (N-(3-Chloro-4-fluorophenyl)-N′-hydroxy-5-[(triisopropylsilyl)oxy]methyl-1,2,3-thiadiazole-4-carboximidamide), Cl (hydrogen chloride). Solvent: CO (MeOH), O1CCOCC1 (1,4-dioxane). Conditions: time 30 minute. Product: ClC=1C=C(C=CC1F)NC(=NO)C=1N=NSC1CO (N-(3-Chloro-4-fluorophenyl)-N′-hydroxy-5-(hydroxymethyl)-1,2,3-thiadiazole-4-carboximidamide). Isolated yield 42.4%. As a reaction SMILES: [Cl:1][C:2]1[CH:3]=[C:4]([NH:9][C:10]([C:13]2[N:14]=[N:15][S:16][C:17]=2[CH2:18][O:19][Si](C(C)C)(C(C)C)C(C)C)=[N:11][OH:12])[CH:5]=[CH:6][C:7]=1[F:8].Cl>CO.O1CCOCC1>[Cl:1][C:2]1[CH:3]=[C:4]([NH:9][C:10]([C:13]2[N:14]=[N:15][S:16][C:17]=2[CH2:18][OH:19])=[N:11][OH:12])[CH:5]=[CH:6][C:7]=1[F:8]. Reported procedure: N-(3-Chloro-4-fluorophenyl)-N′-hydroxy-5-[(triisopropylsilyl)oxy]methyl-1,2,3-thiadiazole-4-carboximidamide (10.0 mg, 0.0218 mmol) was stirred in MeOH (500 μL) and hydrogen chloride in 1,4-dioxane (500 μL, 4.0 M) was added. The mixture was stirred for 30 min at rt. Purification by preparative LCMS gave the desired product (2.8 mg, 42%). 1H NMR (400 MHz, d6-DMSO): δ□ 11.00 (s, 1H), 8.99 (s, 1H), 7.09 (m, 1H), 6.82 (m, 1H), 6.53 (m, 1H), 5.92 (s, 1H), 4.95 (s, 1H). MF=C10H8ClFN4O2S; LCMS calculate... Starting materials: C12(CC3CC(CC(C1)C3)C2)C(=O)Cl (1-adamantyl carboxylic acid chloride), CP(OC)(OC)=O (dimethyl methylphosphonate), C(CCC)[Li] (n-butyl lithium). Solvent: C1CCOC1 (THF), O (water), CCCCCC (hexane), O1CCCC1 (tetrahydrofuran). Run at time 12 hour. The product is O=C(CP(OC)(OC)=O)C12CC3CC(CC(C1)C3)C2 (dimethyl 2-oxo-2-(1-adamantyl)-ethylphosphonate). As a reaction SMILES: [CH3:1][P:2](=[O:7])([O:5][CH3:6])[O:3][CH3:4].C([Li])CCC.[C:13]12([C:23](Cl)=[O:24])[CH2:22][CH:17]3[CH2:18][CH:19]([CH2:21][CH:15]([CH2:16]3)[CH2:14]1)[CH2:20]2>O.C1COCC1.CCCCCC>[O:24]=[C:23]([C:13]12[CH2:22][CH:17]3[CH2:16][CH:15]([CH2:21][CH:19]([CH2:18]3)[CH2:20]1)[CH2:14]2)[CH2:1][P:2](=[O:7])([O:5][CH3:6])[O:3][CH3:4]. Procedure details: To a tetrahydrofuran (200 ml) solution of dimethyl methylphosphonate (20.2 g) was added a 1.6 M hexane solution of n-butyl lithium (100 ml) at -60° C. under nitrogen. To this mixture was added a THF solution of 1-adamantyl carboxylic acid chloride (30 g) and it was stirred at the same temperature for 5 hrs and at room temperature for 12 hrs. The mixture was diluted with water and extracted with diethyl ether. The extract was dried and concentrated in vacuo. After the residue was distilled off th... Reactants: [BH4-], COC(=O)C1CCC(C2CCC(CCC=O)CC2)CC1, ClCCl, [Na+], C1COCCO1, O. The product is COC(=O)C1CCC(C2CCC(CCCO)CC2)CC1. RXN SMILES: [BH4-:1].[CH:4](=[O:5])[CH2:6][CH2:7][CH:8]1[CH2:9][CH2:10][CH:11]([CH:14]2[CH2:15][CH2:16][CH:17]([C:20](=[O:21])[O:22][CH3:23])[CH2:18][CH2:19]2)[CH2:12][CH2:13]1.[Cl:24][CH2:25][Cl:26].[Na+:2].[O:27]1[CH2:28][CH2:29][O:30][CH2:31][CH2:32]1.[OH2:3]>>[CH2:4]([OH:5])[CH2:6][CH2:7][CH:8]1[CH2:9][CH2:10][CH:11]([CH:14]2[CH2:15][CH2:16][CH:17]([C:20](=[O:21])[O:22][CH3:23])[CH2:18][CH2:19]2)[CH2:12][CH2:13]1. Reactants: COCOC(=O)Cc1cccc(OCOC)c1, CO, [Na+], C1CCOC1, [OH-], O. Product: COCOc1cccc(CC(=O)O)c1. As a reaction SMILES: [CH3:1][O:2][CH2:3][O:4][c:5]1[cH:6][c:7]([CH2:11][C:12](=[O:13])[O:14][CH2:15][O:16][CH3:17])[cH:8][cH:9][cH:10]1.[CH3:20][OH:21].[Na+:19].[O:23]1[CH2:24][CH2:25][CH2:26][CH2:27]1.[OH-:18].[OH2:22]>>[CH3:1][O:2][CH2:3][O:4][c:5]1[cH:6][c:7]([CH2:11][C:12](=[O:13])[OH:14])[cH:8][cH:9][cH:10]1.